From a dataset of the Open Reaction Database (ORD), a public repository of structured organic reaction records. describe an organic reaction: reactants, conditions, products, and yield Reported procedure: To a magnetically stirred suspension of iminodiacetic acid (50 g, 0.376 mol) in absolute ethanol (1000 ml) under N2 was added boron trifluoride etherate (100 g, 1.127 mmol). The reaction mixture was refluxed for 3 days and concentrated in vacuo to a volume of 150 ml. A saturated NH4Cl solution (500 ml) was added and the reaction mixture was extracted with CH2Cl2 (3×250 ml). The combined organic layers were dried and concentrated in vacuo. The crude product was distilled at 10 mm Hg to give 65.2 ... Isolated yield 92.0%. The product is N(CC(=O)OCC)CC(=O)OCC (iminodiacetic acid, diethyl ester). RXN SMILES: [NH:1]([CH2:6][C:7]([OH:9])=[O:8])[CH2:2][C:3]([OH:5])=[O:4].B(F)(F)F.[CH3:14][CH2:15]OCC.[CH2:19](O)[CH3:20]>>[NH:1]([CH2:6][C:7]([O:9][CH2:19][CH3:20])=[O:8])[CH2:2][C:3]([O:5][CH2:14][CH3:15])=[O:4] |f:1.2|. Reactants: N(CC(=O)O)CC(=O)O (iminodiacetic acid), C(C)O (ethanol), B(F)(F)F.CCOCC (boron trifluoride etherate).